Dataset: the Open Reaction Database (ORD), a public repository of structured organic reaction records. Task: describe an organic reaction: reactants, conditions, products, and yield Reactants: NC=1C=C(C=CC1)C#CC1=CC(=NC=C1)NC(OC(C)(C)C)=O (tert-butyl {4-[(3-aminophenyl)ethynyl]pyridin-2-yl}carbamate), resultant mixture. Reagents/catalysts: [Pd] (palladium on carbon). Run in CO (methanol), C(Cl)Cl (methylene chloride). Yields the product NC=1C=C(C=CC1)CCC1=CC(=NC=C1)NC(OC(C)(C)C)=O (tert-Butyl [4-[2-(3-aminophenyl)ethyl]pyridin-2-yl]carbamate). Isolated yield 98.1%. As a reaction SMILES: [NH2:1][C:2]1[CH:3]=[C:4]([C:8]#[C:9][C:10]2[CH:15]=[CH:14][N:13]=[C:12]([NH:16][C:17](=[O:23])[O:18][C:19]([CH3:22])([CH3:21])[CH3:20])[CH:11]=2)[CH:5]=[CH:6][CH:7]=1>CO.C(Cl)Cl.[Pd]>[NH2:1][C:2]1[CH:3]=[C:4]([CH2:8][CH2:9][C:10]2[CH:15]=[CH:14][N:13]=[C:12]([NH:16][C:17](=[O:23])[O:18][C:19]([CH3:21])([CH3:20])[CH3:22])[CH:11]=2)[CH:5]=[CH:6][CH:7]=1. Reported procedure: To a mixture of tert-butyl {4-[(3-aminophenyl)ethynyl]pyridin-2-yl}carbamate (328 mg, 1.06 mmol) in methanol (8 mL) and methylene chloride (8 mL) was added 10% palladium on carbon (100 mg, 0.09 mmol). The resultant mixture was hydrogenated at 30 psi for 18 hours. The reaction mixture was filtered, washed with MeOH/DCM and concentrated to give the desired product (326 mg, 98%) as a light brown powder. LCMS for C18H24N3O2 (M+H)+: m/z=314.1. The product is COc1ccc(CN2C(=O)CC(c3ccc([N+](=O)[O-])cc3)CC2=O)cc1. The reactants are C1CCOC1, COc1ccc(CN)cc1, O=C1CC(c2ccc([N+](=O)[O-])cc2)CC(=O)O1. As a reaction SMILES: [CH2:28]1[O:29][CH2:30][CH2:31][CH2:32]1.[CH3:18][O:19][c:20]1[cH:21][cH:22][c:23]([CH2:24][NH2:25])[cH:26][cH:27]1.[N+:1](=[O:2])([O-:3])[c:4]1[cH:5][cH:6][c:7]([CH:10]2[CH2:11][C:12](=[O:17])[O:13][C:14](=[O:16])[CH2:15]2)[cH:8][cH:9]1>>[N+:1](=[O:2])([O-:3])[c:4]1[cH:5][cH:6][c:7]([CH:10]2[CH2:11][C:12](=[O:17])[N:25]([CH2:24][c:23]3[cH:22][cH:21][c:20]([O:19][CH3:18])[cH:27][cH:26]3)[C:14](=[O:16])[CH2:15]2)[cH:8][cH:9]1. The reactants are ClC1=CC(=C(C=C1NS(=O)(=O)CCl)NC(C)=O)F (N-[4-chloro-5-[[(chloromethyl)sulfonyl]amino]-2-fluorophenyl]acetamide), [OH-].[Na+] (NaOH). Run in Cl (hydrochloric acid). Run at temperature 95 celsius, time 1.5 hour. Product: NC=1C(=CC(=C(C1)NS(=O)(=O)CCl)Cl)F (N-(5-amino-2-chloro4-fluorophenyl)-1-chloromethanesulfonamide). As a reaction SMILES: [Cl:1][C:2]1[C:7]([NH:8][S:9]([CH2:12][Cl:13])(=[O:11])=[O:10])=[CH:6][C:5]([NH:14]C(=O)C)=[C:4]([F:18])[CH:3]=1.[OH-].[Na+]>Cl>[NH2:14][C:5]1[C:4]([F:18])=[CH:3][C:2]([Cl:1])=[C:7]([NH:8][S:9]([CH2:12][Cl:13])(=[O:11])=[O:10])[CH:6]=1 |f:1.2|. Procedure details: 74.5 g of crude N-[4-chloro-5-[[(chloromethyl)sulfonyl]amino]-2-fluorophenyl]acetamide (purity: 90%) was suspended in 355 mL of 6 N hydrochloric acid and heated to 95° C. After 1.5 hours the suspension turned into a solution. The mixture was cooled to room temperature and 90 mL of a NaOH solution (50%) was added (pH 3). The precipitated product was filtered and washed with water to yield, after drying, 62.8 g of the title compound as yellow crystals (purity: 86.4% by HPLC) which could be further... The reactants are COC(=O)C1N(CC(C1)CCC(CC)(F)F)C(=O)OC(C)(C)C (4-(3,3-difluoro-pentyl)-pyrrolidine-1,2-dicarboxylic acid 1-tert-butyl ester 2-methyl ester), O.[OH-].[Li+] (lithium hydroxide monohydrate). Solvent: C1CCOC1 (THF), O (water). Run at time 8 hour. Product: C(C)(C)(C)OC(=O)N1C(CC(C1)CCC(CC)(F)F)C(=O)O (4-(3,3-difluoro-pentyl)-pyrrolidine-1,2-dicarboxylic acid 1-tert-butyl ester). Isolated yield 98.3%. As a reaction SMILES: C[O:2][C:3]([CH:5]1[CH2:9][CH:8]([CH2:10][CH2:11][C:12]([F:16])([F:15])[CH2:13][CH3:14])[CH2:7][N:6]1[C:17]([O:19][C:20]([CH3:23])([CH3:22])[CH3:21])=[O:18])=[O:4].O.[OH-].[Li+]>C1COCC1.O>[C:20]([O:19][C:17]([N:6]1[CH2:7][CH:8]([CH2:10][CH2:11][C:12]([F:15])([F:16])[CH2:13][CH3:14])[CH2:9][CH:5]1[C:3]([OH:4])=[O:2])=[O:18])([CH3:21])([CH3:22])[CH3:23] |f:1.2.3|. Procedure: To a solution of 4-(3,3-difluoro-pentyl)-pyrrolidine-1,2-dicarboxylic acid 1-tert-butyl ester 2-methyl ester (106 mg, 0.26 mmol, 1 equiv) in THF (2.4 mL) and water (0.8 mL) was added lithium hydroxide monohydrate (54 mg, 1.29 mmol, 5 equiv). The reaction mixture was stirred at rt overnight. THF was removed under vacuum. The residue was diluted with water (10 mL), washed with ether (20 mL). The aqueous layer was taken up in ethyl acetate (50 mL), partitioned with 10% citric acid (25 mL). The orga... The reactants are FC(C=1C=C(C=CC1)C(=O)C=O)(F)F (m-trifluoromethylphenylglyoxal), NC1=NN=CN1N (3,4-diamino-4H-1,2,4-triazole), C(C)(=O)[O-].[Na+] (sodium acetate). Solvent: C(C)(=O)O (acetic acid). The product is FC(C1=CC(=CC=C1)C1=NC=2N(N=C1)C=NN2)(F)F (7-(α,α,α-Trifluoro-m-tolyl)-1,2,4-triazolo[4,3-b]-1,2,4-triazine). Reaction SMILES: [F:1][C:2]([F:14])([F:13])[C:3]1[CH:4]=[C:5]([C:9]([CH:11]=O)=O)[CH:6]=[CH:7][CH:8]=1.[NH2:15][C:16]1[N:20]([NH2:21])[CH:19]=[N:18][N:17]=1.C([O-])(=O)C.[Na+]>C(O)(=O)C>[F:1][C:2]([F:14])([F:13])[C:3]1[CH:8]=[CH:7][CH:6]=[C:5]([C:9]2[CH:11]=[N:21][N:20]3[CH:19]=[N:18][N:17]=[C:16]3[N:15]=2)[CH:4]=1 |f:2.3|. Procedure details: A solution of 12.5 g. of m-trifluoromethylphenylglyoxal, 7.69 g. of 3,4-diamino-4H-1,2,4-triazole and 4.67 g. of sodium acetate in 120 ml. of 67% acetic acid is reacted as described in Example 4, giving the desired product as a yellow solid, m.p. 288°-290° C. (dec.). Reactants: C(CCC)C=1N(C(=C(N1)C#N)C#N)C(C1=CC=CC=C1)(C1=CC=CC=C1)C1=CC=CC=C1 (2-butyl-1-tritylimidazole-4,5-dinitrile), C(C1=CC=CC=C1)(C1=CC=CC=C1)(C1=CC=CC=C1)Cl (trityl chloride), C(CC)C=1NC(=C(N1)C#N)C#N (2-propylimidazole-4,5-dicarbonitrile), [H-].[Na+] (sodium hydride). Product: C(CC)C=1N(C(=C(N1)C#N)C#N)C(C1=CC=CC=C1)(C1=CC=CC=C1)C1=CC=CC=C1 (2-Propyl-1-tritylimidazole-4,5-dicarbonitrile). RXN SMILES: [CH2:1]([C:5]1[N:6]([C:14]([C:27]2[CH:32]=[CH:31][CH:30]=[CH:29][CH:28]=2)([C:21]2[CH:26]=[CH:25][CH:24]=[CH:23][CH:22]=2)[C:15]2[CH:20]=[CH:19][CH:18]=[CH:17][CH:16]=2)[C:7]([C:12]#[N:13])=[C:8]([C:10]#[N:11])[N:9]=1)[CH2:2][CH2:3]C.C(C1NC(C#N)=C(C#N)N=1)CC.[H-].[Na+].C(Cl)(C1C=CC=CC=1)(C1C=CC=CC=1)C1C=CC=CC=1>>[CH2:1]([C:5]1[N:6]([C:14]([C:27]2[CH:28]=[CH:29][CH:30]=[CH:31][CH:32]=2)([C:21]2[CH:22]=[CH:23][CH:24]=[CH:25][CH:26]=2)[C:15]2[CH:20]=[CH:19][CH:18]=[CH:17][CH:16]=2)[C:7]([C:12]#[N:13])=[C:8]([C:10]#[N:11])[N:9]=1)[CH2:2][CH3:3] |f:2.3|. Procedure details: Following a procedure similar to that described in Preparation 5(i), but using 7.8 g of 2-propylimidazole-4,5-dicarbonitrile (prepared as described in Preparation 10), 2.14 g of sodium hydride (as a 55% w/w dispersion in mineral oil) and 17.1 g of trityl chloride, 14.6 g of the title compound were obtained as crystals, melting at 107° C. (with decomposition and with a yellow coloration at 102° C.).